Dataset: the Open Reaction Database (ORD), a public repository of structured organic reaction records. Task: describe an organic reaction: reactants, conditions, products, and yield The reactants are NC(=CC(=O)C(Cc1ccccc1)N(Cc1ccccc1)Cc1ccccc1)Cc1ccccc1, CC(=O)Cl, Cc1ccccc1, O, c1ccncc1. Yields the product CC(=O)NC(=CC(=O)C(Cc1ccccc1)N(Cc1ccccc1)Cc1ccccc1)Cc1ccccc1. Reaction SMILES: [CH2:1]([c:2]1[cH:3][cH:4][cH:5][cH:6][cH:7]1)[N:8]([CH2:9][c:10]1[cH:11][cH:12][cH:13][cH:14][cH:15]1)[CH:16]([CH2:17][c:18]1[cH:19][cH:20][cH:21][cH:22][cH:23]1)[C:24]([CH:25]=[C:26]([CH2:27][c:28]1[cH:29][cH:30][cH:31][cH:32][cH:33]1)[NH2:34])=[O:35].[CH3:42][C:43]([Cl:44])=[O:45].[CH3:47][c:48]1[cH:49][cH:50][cH:51][cH:52][cH:53]1.[OH2:46].[cH:36]1[cH:37][cH:38][n:39][cH:40][cH:41]1>>[CH2:1]([c:2]1[cH:3][cH:4][cH:5][cH:6][cH:7]1)[N:8]([CH2:9][c:10]1[cH:11][cH:12][cH:13][cH:14][cH:15]1)[CH:16]([CH2:17][c:18]1[cH:19][cH:20][cH:21][cH:22][cH:23]1)[C:24]([CH:25]=[C:26]([CH2:27][c:28]1[cH:29][cH:30][cH:31][cH:32][cH:33]1)[NH:34][C:43]([CH3:42])=[O:45])=[O:35].